This data is from the Open Reaction Database (ORD), a public repository of structured organic reaction records. The task is: describe an organic reaction: reactants, conditions, products, and yield Reactants: Tetrakis(triphenylphosphine)pallidum(0), O (water), BrC1=CN=C2N1C=CC(=C2)C (3-bromo-7-methylimidazo[1,2-α]pyridine), COC=1C=C(C=CC1)B(O)O (3-methoxyphenylboronic acid), aqueous solution. Solvent: COCCOC (1,2-dimethoxyethane), C([O-])([O-])=O.[Na+].[Na+] (sodium carbonate). Yields the product COC=1C=C(C=CC1)C1=CN=C2N1C=CC(=C2)C (3-(3-methoxyphenyl)-7-methylimidazo[1,2-α]pyridine). Yield: 92.7%. As a reaction SMILES: Br[C:2]1[N:6]2[CH:7]=[CH:8][C:9]([CH3:11])=[CH:10][C:5]2=[N:4][CH:3]=1.[CH3:12][O:13][C:14]1[CH:15]=[C:16](B(O)O)[CH:17]=[CH:18][CH:19]=1.O>COCCOC.C(=O)([O-])[O-].[Na+].[Na+]>[CH3:12][O:13][C:14]1[CH:19]=[C:18]([C:2]2[N:6]3[CH:7]=[CH:8][C:9]([CH3:11])=[CH:10][C:5]3=[N:4][CH:3]=2)[CH:17]=[CH:16][CH:15]=1 |f:4.5.6|. Procedure details: A mixture of 3-bromo-7-methylimidazo[1,2-α]pyridine (18.0 g, 86 mmol) and 3-methoxyphenylboronic acid (17.0 g, 112 mmol) in 1,2-dimethoxyethane (250 ml) and sodium carbonate (120 ml of a 2M aqueous solution) was degassed for 25 minutes. Tetrakis(triphenylphosphine)pallidum(0) (500 mg, 0.4 mmol) was then added and the mixture heated at reflux for 17 hours. After cooling to ambient temperature the reaction was poured into water (400 ml), extracted with ethyl acetate (3×400 ml) and the combined org... Reactants: ClC1=NC=C(C(=N1)NC1CN(CC12CCCC2)C(=O)OC(C)(C)C)Cl (tert-butyl 4-((2,5-dichloropyrimidin-4-yl)amino)-2-azaspiro[4.4]nonane-2-carboxylate), Cl.CN1N=CC(=C1)N (1-methyl-1H-pyrazol-4-amine hydrochloride), CCN(C(C)C)C(C)C (DIPEA). Solvent: CCCCO (n-BuOH). Conditions: temperature 150 celsius, time 8 hour. The product is ClC=1C(=NC(=NC1)NC=1C=NN(C1)C)NC1CN(CC12CCCC2)C(=O)OC(C)(C)C (tert-butyl 4-((5-chloro-2-((1-methyl-1H-pyrazol-4-yl)amino)pyrimidin-4-yl)amino)-2-azaspiro[4.4]nonane-2-carboxylate). Isolated yield 83.1%. RXN SMILES: Cl[C:2]1[N:7]=[C:6]([NH:8][CH:9]2[C:13]3([CH2:17][CH2:16][CH2:15][CH2:14]3)[CH2:12][N:11]([C:18]([O:20][C:21]([CH3:24])([CH3:23])[CH3:22])=[O:19])[CH2:10]2)[C:5]([Cl:25])=[CH:4][N:3]=1.Cl.[CH3:27][N:28]1[CH:32]=[C:31]([NH2:33])[CH:30]=[N:29]1.CCN(C(C)C)C(C)C>CCCCO>[Cl:25][C:5]1[C:6]([NH:8][CH:9]2[C:13]3([CH2:17][CH2:16][CH2:15][CH2:14]3)[CH2:12][N:11]([C:18]([O:20][C:21]([CH3:24])([CH3:23])[CH3:22])=[O:19])[CH2:10]2)=[N:7][C:2]([NH:33][C:31]2[CH:30]=[N:29][N:28]([CH3:27])[CH:32]=2)=[N:3][CH:4]=1 |f:1.2|. Procedure details: To a solution of tert-butyl 4-((2,5-dichloropyrimidin-4-yl)amino)-2-azaspiro[4.4]nonane-2-carboxylate (830 mg, 2.15 mmol) and 1-methyl-1H-pyrazol-4-amine hydrochloride (344.74 mg, 2.58 mmol) in n-BuOH (8 mL) was added DIPEA (833.60 mg, 6.45 mmol) and the reaction mixture was stirred at 150° C. overnight. The resulting mixture was concentrated in vacuo and the residue was purified by silica gel column chromatography (DCM/MeOH (v/v)=100/1) to give the product as a white solid (800 mg, 83%). The reactants are [Al+3], CN(C)C(=O)C1CC1(c1ccccc1)c1ccccc1, [H-], [H-], [H-], [H-], [Li+], [Na+], [OH-]. The product is CN(C)CC1CC1(c1ccccc1)c1ccccc1. RXN SMILES: [Al+3:2].[CH3:7][N:8]([C:9](=[O:10])[CH:11]1[C:12]([c:14]2[cH:15][cH:16][cH:17][cH:18][cH:19]2)([c:20]2[cH:21][cH:22][cH:23][cH:24][cH:25]2)[CH2:13]1)[CH3:26].[H-:1].[H-:4].[H-:5].[H-:6].[Li+:3].[Na+:28].[OH-:27]>>[CH3:7][N:8]([CH2:9][CH:11]1[C:12]([c:14]2[cH:15][cH:16][cH:17][cH:18][cH:19]2)([c:20]2[cH:21][cH:22][cH:23][cH:24][cH:25]2)[CH2:13]1)[CH3:26]. The reactants are C(C)C1=NC(=CC(=N1)NC=1C=NC=CC1)C1=CC(=CC=C1)OC ([2-ethyl-6-(3-methoxyphenyl)pyrimidin-4-yl]-3-pyridylamine), C(C)(=O)[O-].[Na+] (sodium acetate), BrBr (bromine). The solvent is C(C)(=O)O (acetic acid), C(C)(=O)O (acetic acid). Reaction conditions: time 3 hour. Yields the product BrCCC1=NC(=CC(=N1)NC=1C=NC=CC1)C1=CC(=CC=C1)OC ([2-(bromoethyl)-6-(3-methoxyphenyl)pyrimidin-4-yl]-3-pyridylamine). As a reaction SMILES: [CH2:1]([C:3]1[N:8]=[C:7]([NH:9][C:10]2[CH:11]=[N:12][CH:13]=[CH:14][CH:15]=2)[CH:6]=[C:5]([C:16]2[CH:21]=[CH:20][CH:19]=[C:18]([O:22][CH3:23])[CH:17]=2)[N:4]=1)[CH3:2].C([O-])(=O)C.[Na+].[Br:29]Br>C(O)(=O)C>[Br:29][CH2:2][CH2:1][C:3]1[N:8]=[C:7]([NH:9][C:10]2[CH:11]=[N:12][CH:13]=[CH:14][CH:15]=2)[CH:6]=[C:5]([C:16]2[CH:21]=[CH:20][CH:19]=[C:18]([O:22][CH3:23])[CH:17]=2)[N:4]=1 |f:1.2|. Reported procedure: [2-ethyl-6-(3-methoxyphenyl)pyrimidin-4-yl]-3-pyridylamine 14 (synthesized with a procedure similar to the one previously described) (1 eq) is dissolved in acetic acid, then sodium acetate (2 eq) is added. To this mixture, a solution of bromine (1 eq) in acetic acid is added dropwise. The reaction is stirred at room temperature for 3 h. The reaction mixture is concentrated under reduced pressure, water is added and the solution basified (pH ˜10-11) with sat. aq. Na2CO3 solution. The product 15 c... Reactants: CC(=O)O, O=C1Nc2ccc(I)cc2C1=O, NNC(=O)c1ccc(NC(=O)COc2ccccc2)cc1. Yields the product O=C(COc1ccccc1)Nc1ccc(C(=O)NN=C2C(=O)Nc3ccc(I)cc32)cc1. RXN SMILES: [CH3:34][C:35](=[O:36])[OH:37].[I:1][c:2]1[cH:3][c:4]2[c:8]([cH:9][cH:10]1)[NH:7][C:6](=[O:11])[C:5]2=[O:12].[NH:13]([NH2:14])[C:15](=[O:16])[c:17]1[cH:18][cH:19][c:20]([NH:23][C:24]([CH2:25][O:26][c:27]2[cH:28][cH:29][cH:30][cH:31][cH:32]2)=[O:33])[cH:21][cH:22]1>>[I:1][c:2]1[cH:3][c:4]2[c:8]([cH:9][cH:10]1)[NH:7][C:6](=[O:11])[C:5]2=[N:14][NH:13][C:15](=[O:16])[c:17]1[cH:18][cH:19][c:20]([NH:23][C:24]([CH2:25][O:26][c:27]2[cH:28][cH:29][cH:30][cH:31][cH:32]2)=[O:33])[cH:21][cH:22]1. The reactants are C(C)OC(=O)C(C=1N=C(SC1)NC(=S)NC1=CC=CC=C1)=C1C(N(C(S1)=S)CC(=O)O)=O (5-{1-ethoxycarbonyl-1-[2-(3-phenylthioureido)thiazol-4-yl]methylene}rhodanine-3acetic acid), Cl (hydrogen chloride), C(C)O (ethanol), O1CCOCC1 (dioxane). The solvent is O (water). RXN SMILES: [CH2:1]([O:3][C:4]([C:6](=[C:22]1[S:26][C:25](=[S:27])[N:24]([CH2:28][C:29]([OH:31])=[O:30])[C:23]1=[O:32])[C:7]1[N:8]=[C:9]([NH:12][C:13]([NH:15][C:16]2[CH:21]=[CH:20][CH:19]=[CH:18][CH:17]=2)=[S:14])[S:10][CH:11]=1)=[O:5])[CH3:2].[CH2:33](O)[CH3:34].O1CCOCC1.Cl>O>[CH2:1]([O:3][C:4]([C:6](=[C:22]1[S:26][C:25](=[S:27])[N:24]([CH2:28][C:29]([O:31][CH2:33][CH3:34])=[O:30])[C:23]1=[O:32])[C:7]1[N:8]=[C:9]([NH:12][C:13]([NH:15][C:16]2[CH:17]=[CH:18][CH:19]=[CH:20][CH:21]=2)=[S:14])[S:10][CH:11]=1)=[O:5])[CH3:2]. Reaction conditions: time 4.5 day. Reported procedure: A mixture comprising 10 g of 5-{1-ethoxycarbonyl-1-[2-(3-phenylthioureido)thiazol-4-yl]methylene}rhodanine-3acetic acid 20 g of ethanol and 150 ml of a 4N dioxane solution of hydrogen chloride was left to stand at room temperature for 4.5 days. The reaction mixture was then poured into water and extracted with ethyl acetate. The extract was washed with aqueous potassium carbonate solution and then with aqueous sodium chloride solution, and was then dried over anhydrous sodium sulfate. The solven... Yields the product C(C)OC(=O)C(C=1N=C(SC1)NC(=S)NC1=CC=CC=C1)=C1C(N(C(S1)=S)CC(=O)OCC)=O (Ethyl 5-{1-ethoxycarbonyl-1-[2-(3-phenylthioureido)-thiazol-4-yl]methylene}rhodanine-3 -acetate). The reactants are [Br-].C(C)(C)(C)OC(C(C)(C)O\N=C(/C(=O)N[C@H]1[C@H](N(C1=O)S(=O)(=O)O)CN1N=NC(=C1)CNC(C[N+](C)(C)C)=O)\C=1N=C(SC1)NC(=O)OC(C)(C)C)=O (2-(((1-(((2R,3S)-3-((Z)-2-(((1-(tert-butoxy)-2-methyl-1-oxopropan-2-yl)oxy)imino)-2-(2-((tert-butoxycarbonyl)amino)thiazol-4-yl)acetamido)-4-oxo-1-sulfoazetidin-2-yl)methyl)-1H-1,2,3-triazol-4-yl)methyl)amino)-N,N,N-trimethyl-2-oxoethanaminium bromide), C(=O)(C(F)(F)F)O.C(Cl)Cl (TFA DCM), C(C)[SiH](CC)CC (triethylsilane). The solvent is C(Cl)Cl (DCM). Conditions: temperature 0 celsius, time 30 minute. The product is NC=1SC=C(N1)/C(/C(=O)N[C@@H]1C(N([C@@H]1CN1N=NC(=C1)CNC(C[N+](C)(C)C)=O)S(=O)(=O)[O-])=O)=N/OC(C)(C)C(=O)O ((3S,4R)-3-((Z)-2-(2-aminothiazol-4-yl)-2-(((2-carboxypropan-2-yl)oxy)imino)acetamido)-2-oxo-4-((4-((2-(trimethylammonio)acetamido)methyl)-1H-1,2,3-triazol-1-yl)methyl)azetidine-1-sulfonate). Isolated yield 27.5%. RXN SMILES: [Br-].C([O:6][C:7](=[O:54])[C:8]([O:11]/[N:12]=[C:13](/[C:41]1[N:42]=[C:43]([NH:46]C(OC(C)(C)C)=O)[S:44][CH:45]=1)\[C:14]([NH:16][C@@H:17]1[C:20](=[O:21])[N:19]([S:22]([OH:25])(=[O:24])=[O:23])[C@@H:18]1[CH2:26][N:27]1[CH:31]=[C:30]([CH2:32][NH:33][C:34](=[O:40])[CH2:35][N+:36]([CH3:39])([CH3:38])[CH3:37])[N:29]=[N:28]1)=[O:15])([CH3:10])[CH3:9])(C)(C)C.C(O)(C(F)(F)F)=O.C(Cl)Cl.C([SiH](CC)CC)C>C(Cl)Cl>[NH2:46][C:43]1[S:44][CH:45]=[C:41](/[C:13](=[N:12]/[O:11][C:8]([C:7]([OH:54])=[O:6])([CH3:9])[CH3:10])/[C:14]([NH:16][C@H:17]2[C@@H:18]([CH2:26][N:27]3[CH:31]=[C:30]([CH2:32][NH:33][C:34](=[O:40])[CH2:35][N+:36]([CH3:37])([CH3:38])[CH3:39])[N:29]=[N:28]3)[N:19]([S:22]([O-:25])(=[O:24])=[O:23])[C:20]2=[O:21])=[O:15])[N:42]=1 |f:0.1,2.3|. Procedure details: To a slurry of 2-(((1-(((2R,3S)-3-((Z)-2-(((1-(tert-butoxy)-2-methyl-1-oxopropan-2-yl)oxy)imino)-2-(2-((tert-butoxycarbonyl)amino)thiazol-4-yl)acetamido)-4-oxo-1-sulfoazetidin-2-yl)methyl)-1H-1,2,3-triazol-4-yl)methyl)amino)-N,N,N-trimethyl-2-oxoethanaminium bromide (50 mg, 0.0635 mmol) In DCM (640 μL) at 0° C. was added TFA: DCM (1:1, 1.92 mL) followed by triethylsilane (31 μL, 0.19 mmol). The reaction mixture was stirred at 0° C. for 30 min and slowly warmed to room temperature. After 2 h at r... Starting materials: N1(C=NC2=C1C=CC=C2)C2=C1N=CNC1=NC(=N2)Cl (6-(1H-benzimidazol-1-yl)-2-chloro-9H-purine), NCC1CCOCC1 (4-aminomethyl-tetrahydropyran). Run in CS(=O)C (DMSO). Conditions: temperature 120 celsius. The product is N1(C=NC2=C1C=CC=C2)C2=C1N=CNC1=NC(=N2)NCC2CCOCC2 (6-(1H-benzimidazol-1-yl)-N-[(tetrahydro-2H-pyran-4-yl)methyl]-9H-purin-2-amine). Reaction SMILES: [N:1]1([C:10]2[N:18]=[C:17](Cl)[N:16]=[C:15]3[C:11]=2[N:12]=[CH:13][NH:14]3)[C:5]2[CH:6]=[CH:7][CH:8]=[CH:9][C:4]=2[N:3]=[CH:2]1.[NH2:20][CH2:21][CH:22]1[CH2:27][CH2:26][O:25][CH2:24][CH2:23]1>CS(C)=O>[N:1]1([C:10]2[N:18]=[C:17]([NH:20][CH2:21][CH:22]3[CH2:27][CH2:26][O:25][CH2:24][CH2:23]3)[N:16]=[C:15]3[C:11]=2[N:12]=[CH:13][NH:14]3)[C:5]2[CH:6]=[CH:7][CH:8]=[CH:9][C:4]=2[N:3]=[CH:2]1. Procedure details: 250 mg of product obtained in stage 1 above are mixed with 3 ml of DMSO and 531 mg μl of 4-aminomethyl-tetrahydropyran, and the mixture is then heated at 120° C. for approximately 2 days. The mixture is allowed to return to ambient temperature. Purification is carried out by chromatography on silica with a CH2Cl2-MeOH—NH4OH: 90-9-1 mixture for eluent. 142 mg of expected product are obtained. The reactants are OC(\C=C(\CC\C=C(\CCC=C(C)C)/C)/C)P(OC)(OC)=O (dimethyl [1-hydroxy -(E,E)-3,7,11-trimethyl-2,6,10-dodecatrienyl]-phosphonate), N1=C(C=C(C=C1C)C)C (2,4,6-collidine), C[Si](C)(C)Br (trimethylsilyl bromide). Solvent: C1(=CC=CC=C1)C (toluene), ClCCl (dichloromethane). Reaction conditions: temperature 0 celsius, time 30 minute. Yields the product OC(\C=C(\CC\C=C(\CCC=C(C)C)/C)/C)P(O)(O)=O ([1-Hydroxy-(E,E)-3,7,11-trimethyl-2,6,10-dodecatrienyl]phosphonic acid). RXN SMILES: [OH:1][CH:2]([P:17](=[O:22])([O:20]C)[O:18]C)/[CH:3]=[C:4](\[CH3:16])/[CH2:5][CH2:6]/[CH:7]=[C:8](\[CH3:15])/[CH2:9][CH2:10][CH:11]=[C:12]([CH3:14])[CH3:13].N1C(C)=CC(C)=CC=1C.C[Si](Br)(C)C>ClCCl.C1(C)C=CC=CC=1>[OH:1][CH:2]([P:17](=[O:18])([OH:22])[OH:20])/[CH:3]=[C:4](\[CH3:16])/[CH2:5][CH2:6]/[CH:7]=[C:8](\[CH3:15])/[CH2:9][CH2:10][CH:11]=[C:12]([CH3:13])[CH3:14]. Procedure: To a stirred solution of dimethyl [1-hydroxy -(E,E)-3,7,11-trimethyl-2,6,10-dodecatrienyl]-phosphonate (67 mg, 0.203 mmol) and 2,4,6-collidine (0.107 ml, 0.81 mmol) in dichloromethane (3 ml) under argon at 0° C., was added trimethylsilyl bromide (0.107 ml, 0.8 mmol) and the resulting mixture stirred at 0° C. for 30 min and then at r.t. for 5 hrs. The resulting white suspension was diluted with toluene (10 ml) and the solvent evaporated in vacuo, the resulting white solid was dissolved in ethylac... Reactants: COc1ccc(COc2cc(Br)cc(-c3cccc4c3ccn4[Si](C(C)C)(C(C)C)C(C)C)c2)cc1, N#Cc1ccc(N)cc1. Yields the product COc1ccc(COc2cc(Nc3ccc(C#N)cc3)cc(-c3cccc4c3ccn4[Si](C(C)C)(C(C)C)C(C)C)c2)cc1. As a reaction SMILES: [Br:1][c:2]1[cH:3][c:4](-[c:18]2[c:19]3[cH:20][cH:21][n:22]([Si:27]([CH:28]([CH3:29])[CH3:30])([CH:31]([CH3:32])[CH3:33])[CH:34]([CH3:35])[CH3:36])[c:23]3[cH:24][cH:25][cH:26]2)[cH:5][c:6]([O:8][CH2:9][c:10]2[cH:11][cH:12][c:13]([O:16][CH3:17])[cH:14][cH:15]2)[cH:7]1.[NH2:37][c:38]1[cH:39][cH:40][c:41]([C:42]#[N:43])[cH:44][cH:45]1>>[c:2]1([NH:37][c:38]2[cH:39][cH:40][c:41]([C:42]#[N:43])[cH:44][cH:45]2)[cH:3][c:4](-[c:18]2[c:19]3[cH:20][cH:21][n:22]([Si:27]([CH:28]([CH3:29])[CH3:30])([CH:31]([CH3:32])[CH3:33])[CH:34]([CH3:35])[CH3:36])[c:23]3[cH:24][cH:25][cH:26]2)[cH:5][c:6]([O:8][CH2:9][c:10]2[cH:11][cH:12][c:13]([O:16][CH3:17])[cH:14][cH:15]2)[cH:7]1.